The task is: describe an organic reaction: reactants, conditions, products, and yield. This data is from the Open Reaction Database (ORD), a public repository of structured organic reaction records. Reactants: FC1=C(C=CC=C1)SC1CCN(CC1)C(C1=CC=C(C=C1)NC1=CC=NC2=CC(=CC=C12)C(F)(F)F)=O (4-[(2-Fluorophenyl)thio]-1-[4-[[7-(trifluoromethyl)-4-quinolyl]amino]benzoyl]piperidine), Cl (hydrochloric acid). Solvent: CO (methanol). Product: Cl.FC1=C(C=CC=C1)SC1CCN(CC1)C(C1=CC=C(C=C1)NC1=CC=NC2=CC(=CC=C12)C(F)(F)F)=O (4-[(2-fluorophenyl)thio]-1-[4-[[7-(trifluoromethyl)-4-quinolyl]amino]benzoyl]piperidine hydrochloride). As a reaction SMILES: [F:1][C:2]1[CH:7]=[CH:6][CH:5]=[CH:4][C:3]=1[S:8][CH:9]1[CH2:14][CH2:13][N:12]([C:15](=[O:37])[C:16]2[CH:21]=[CH:20][C:19]([NH:22][C:23]3[C:32]4[C:27](=[CH:28][C:29]([C:33]([F:36])([F:35])[F:34])=[CH:30][CH:31]=4)[N:26]=[CH:25][CH:24]=3)=[CH:18][CH:17]=2)[CH2:11][CH2:10]1.[ClH:38]>CO>[ClH:38].[F:1][C:2]1[CH:7]=[CH:6][CH:5]=[CH:4][C:3]=1[S:8][CH:9]1[CH2:10][CH2:11][N:12]([C:15](=[O:37])[C:16]2[CH:17]=[CH:18][C:19]([NH:22][C:23]3[C:32]4[C:27](=[CH:28][C:29]([C:33]([F:34])([F:35])[F:36])=[CH:30][CH:31]=4)[N:26]=[CH:25][CH:24]=3)=[CH:20][CH:21]=2)[CH2:13][CH2:14]1 |f:3.4|. Procedure details: 4-[(2-Fluorophenyl)thio]-1-[4-[[7-(trifluoromethyl)-4-quinolyl]amino]benzoyl]piperidine (1.34 g) was suspended in methanol. Excess ethanolic hydrochloric acid was added to the suspension and the resulting solution was concentrated in vacuo to give an oil. The oil was triturated in acetone to give 4-[(2-fluorophenyl)thio]-1-[4-[[7-(trifluoromethyl)-4-quinolyl]amino]benzoyl]piperidine hydrochloride (1.11 g) as a powder. The reactants are NCCC=1N(C=CC1)C (2-(2-aminoethyl)-1-methylpyrrole), FC1=CC=C(C=C1)S(=O)(=O)Cl (p-fluorobenzenesulphonylchloride). Yields the product FC1=CC=C(C=C1)S(=O)(=O)NCCC=1N(C=CC1)C (2-[2-(p-Fluorobenzenesulphonylamino)-ethyl]-1-methylpyrrole). Reaction SMILES: [NH2:1][CH2:2][CH2:3][C:4]1[N:5]([CH3:9])[CH:6]=[CH:7][CH:8]=1.[F:10][C:11]1[CH:16]=[CH:15][C:14]([S:17](Cl)(=[O:19])=[O:18])=[CH:13][CH:12]=1>>[F:10][C:11]1[CH:16]=[CH:15][C:14]([S:17]([NH:1][CH2:2][CH2:3][C:4]2[N:5]([CH3:9])[CH:6]=[CH:7][CH:8]=2)(=[O:19])=[O:18])=[CH:13][CH:12]=1. Procedure: Prepared from 2-(2-aminoethyl)-1-methylpyrrole and p-fluorobenzenesulphonylchloride analogously to Example A.